This data is from the Open Reaction Database (ORD), a public repository of structured organic reaction records. The task is: describe an organic reaction: reactants, conditions, products, and yield Starting materials: [N+](=O)([O-])C=1C=C2C=C(C(NC2=CC1)=O)C(=O)OCC (1,2-dihydro-6-nitro-2-oxo-3-quinolinecarboxylic acid, ethyl ester), [OH-].[Na+] (sodium hydroxide). Run in Cl (hydrochloric acid). The product is [N+](=O)([O-])C=1C=C2C=C(C(NC2=CC1)=O)C(=O)O (1,2-Dihydro-6-nitro-2-oxo-3-quinolinecarboxylic acid). Isolated yield 94.1%. As a reaction SMILES: [N+:1]([C:4]1[CH:5]=[C:6]2[C:11](=[CH:12][CH:13]=1)[NH:10][C:9](=[O:14])[C:8]([C:15]([O:17]CC)=[O:16])=[CH:7]2)([O-:3])=[O:2].[OH-].[Na+]>Cl>[N+:1]([C:4]1[CH:5]=[C:6]2[C:11](=[CH:12][CH:13]=1)[NH:10][C:9](=[O:14])[C:8]([C:15]([OH:17])=[O:16])=[CH:7]2)([O-:3])=[O:2] |f:1.2|. Reported procedure: A mixture of 9.7 g (37 mmol) of the above ester and 200 ml of 1 N sodium hydroxide is heated on the steam bath for 11/4 hours. The resulting suspension is poured over ice and acidified with 250 ml of 1 N hydrochloric acid. The solid is collected by filtration and washed with water and ethanol to give 8.15 g the title acid, mp>310°. Reactants: Cl.C(C1=CC=CC=C1)OC1=CC=C(N)C=C1 (4-(benzyloxy)aniline hydrochloride), O.CC1=CC=C(C=C1)S(=O)(=O)O (4-methylbenzenesulfonic acid hydrate), ClC1=NC=CC=C1CC(=O)O ((2-chloropyridin-3-yl)acetic acid). The solvent is C(CCCC)O (1-pentanol). Run at temperature 140 celsius, time 24 hour. Yields the product C(C1=CC=CC=C1)OC1=CC=C(C=C1)N1C(CC=2C1=NC=CC2)=O (1-[4-(benzyloxy)phenyl]-1,3-dihydro-2H-pyrrolo[2,3-b]pyridin-2-one). Isolated yield 46.9%. RXN SMILES: Cl.[CH2:2]([O:9][C:10]1[CH:16]=[CH:15][C:13]([NH2:14])=[CH:12][CH:11]=1)[C:3]1[CH:8]=[CH:7][CH:6]=[CH:5][CH:4]=1.O.CC1C=CC(S(O)(=O)=O)=CC=1.Cl[C:30]1[C:35]([CH2:36][C:37](O)=[O:38])=[CH:34][CH:33]=[CH:32][N:31]=1>C(O)CCCC>[CH2:2]([O:9][C:10]1[CH:11]=[CH:12][C:13]([N:14]2[C:30]3=[N:31][CH:32]=[CH:33][CH:34]=[C:35]3[CH2:36][C:37]2=[O:38])=[CH:15][CH:16]=1)[C:3]1[CH:4]=[CH:5][CH:6]=[CH:7][CH:8]=1 |f:0.1,2.3|. Reported procedure: A mixture of 4-(benzyloxy)aniline hydrochloride (2.21 g), 4-methylbenzenesulfonic acid hydrate (0.178 g), and (2-chloropyridin-3-yl)acetic acid (Journal of Medicinal Chemistry, 1990, 33, 2697-2706.) (1.61 g) in 1-pentanol (15 mL) was stirred at 140° C. for 24 h. After cooling to room temperature, the mixture was added to SiO2, and the mixture was concentrated and purified by column chromatography (silica gel, eluted with 0%-50% EtOAc in hexane) to give 1-[4-(benzyloxy)phenyl]-1,3-dihydro-2H-pyrr... Yield: 101.3%. Procedure details: Referring to scheme 12, compound 41a (13.3 g, 51 mmol) was dissolved in anhydrous dichloromethane (40 mL) and cooled to 0° C. under argon. To the solution were added diisopropyl carbodiimide (6.31 g, 7.7 mL, 50 mmol) and pentafluoro phenol (42, 9.2 g, 50 mmol). After overnight the reaction mixture was evaporated to dryness. To the residue ethyl acetate (100 mL) was added and the filtered to remove diisopropyl urea. The precipitate was washed with ethyl acetate (50 mL). The combined organic layer... Starting materials: O=C1N(C(C2=CC=CC=C12)=O)CCCCCC(=O)O (6-(1,3-Dioxo-1,3-dihydro-isoindol-2-yl)-hexanoic acid), C(C)(C)N=C=NC(C)C (diisopropyl carbodiimide), FC1=C(C(=C(C(=C1O)F)F)F)F (pentafluoro phenol). Reaction conditions: temperature 0 celsius. Solvent: ClCCl (dichloromethane). As a reaction SMILES: [O:1]=[C:2]1[C:10]2[C:5](=[CH:6][CH:7]=[CH:8][CH:9]=2)[C:4](=[O:11])[N:3]1[CH2:12][CH2:13][CH2:14][CH2:15][CH2:16][C:17]([OH:19])=[O:18].C(N=C=NC(C)C)(C)C.[F:29][C:30]1[C:35](O)=[C:34]([F:37])[C:33]([F:38])=[C:32]([F:39])[C:31]=1[F:40]>ClCCl>[F:29][C:30]1[C:35]([O:18][C:17](=[O:19])[CH2:16][CH2:15][CH2:14][CH2:13][CH2:12][N:3]2[C:4](=[O:11])[C:5]3[C:10](=[CH:9][CH:8]=[CH:7][CH:6]=3)[C:2]2=[O:1])=[C:34]([F:37])[C:33]([F:38])=[C:32]([F:39])[C:31]=1[F:40]. Yields the product FC1=C(C(=C(C(=C1OC(CCCCCN1C(C2=CC=CC=C2C1=O)=O)=O)F)F)F)F (6-(1,3-Dioxo-1,3-dihydro-isoindol-2-yl)-hexanoic acid pentafluorophenyl ester). Starting materials: CC(C)OC(=O)N=NC(=O)OC(C)C, C1CCOC1, CC(C)(C)OC(=O)N1CCC(O)CC1, CCOC(=O)c1ccc(O)cc1, c1ccc(P(c2ccccc2)c2ccccc2)cc1. Yields the product CCOC(=O)c1ccc(OC2CCN(C(=O)OC(C)(C)C)CC2)cc1. As a reaction SMILES: [O:46]=[C:47]([O:48][CH:49]([CH3:50])[CH3:51])[N:52]=[N:53][C:54]([O:55][CH:56]([CH3:57])[CH3:58])=[O:59].[O:60]1[CH2:61][CH2:62][CH2:63][CH2:64]1.[OH:13][CH:14]1[CH2:15][CH2:16][N:17]([C:20](=[O:21])[O:22][C:23]([CH3:24])([CH3:25])[CH3:26])[CH2:18][CH2:19]1.[OH:1][c:2]1[cH:3][cH:4][c:5]([C:6](=[O:7])[O:8][CH2:9][CH3:10])[cH:11][cH:12]1.[c:27]1([P:28]([c:29]2[cH:30][cH:31][cH:32][cH:33][cH:34]2)[c:35]2[cH:36][cH:37][cH:38][cH:39][cH:40]2)[cH:41][cH:42][cH:43][cH:44][cH:45]1>>[O:1]([c:2]1[cH:3][cH:4][c:5]([C:6](=[O:7])[O:8][CH2:9][CH3:10])[cH:11][cH:12]1)[CH:14]1[CH2:15][CH2:16][N:17]([C:20](=[O:21])[O:22][C:23]([CH3:24])([CH3:25])[CH3:26])[CH2:18][CH2:19]1.